This data is from the Open Reaction Database (ORD), a public repository of structured organic reaction records. The task is: describe an organic reaction: reactants, conditions, products, and yield Reactants: C1(CC1)CN (cyclopropylmethanamine), ClC1=NC(=NC=C1)N (4-chloropyrimidin-2-amine). Solvent: C(C)O (ethanol). Conditions: temperature 100 celsius. Yields the product C1(CC1)CNC1=NC(=NC=C1)N (N4-(cyclopropylmethyl)pyrimidine-2,4-diamine). As a reaction SMILES: [CH:1]1([CH2:4][NH2:5])[CH2:3][CH2:2]1.Cl[C:7]1[CH:12]=[CH:11][N:10]=[C:9]([NH2:13])[N:8]=1>C(O)C>[CH:1]1([CH2:4][NH:5][C:7]2[CH:12]=[CH:11][N:10]=[C:9]([NH2:13])[N:8]=2)[CH2:3][CH2:2]1. Reported procedure: To cyclopropylmethanamine (3.62 g, 50.9 mmol) in ethanol (90 mL) was added solid 4-chloropyrimidin-2-amine (6.00 g, 46.3 mmol). The reaction was stirred at reflux (100° C. oil bath) for 16 h. The reaction was cooled to room temperature and solvent was removed in vacuo. The product 237 obtained in quantitative yield. LCMS-ESI (POS), M/Z, M+1: Found 165.0, Calculated 165.1. Procedure details: A solution of tert-butyl 9-(6-(4-aminophenyl)-1-(2,2,2-trifluoroethyl)-1H-pyrazolo[3,4-d]pyrimidin-4-yl)-3-oxa-7,9-diazabicyclo[3.3.1]nonane-7-carboxylate (230 mg, 0.45 mmol) in dichloromethane (6 mL) was treated triethylamine (520 μL), followed by triphosgene (90 mg, 0.30 mmol) as a solution in dichloromethane (2 mL). After the passage of 5 minutes, the appropriate nucleophile—in the case, 2.0 M methylamine solution in tetrahydrofuran (4 mL)—was added to tert-butyl 9-(6-(4-isocyanatophenyl)-1-(... The reactants are NC1=CC=C(C=C1)C1=NC(=C2C(=N1)N(N=C2)CC(F)(F)F)N2C1COCC2CN(C1)C(=O)OC(C)(C)C (tert-butyl 9-(6-(4-aminophenyl)-1-(2,2,2-trifluoroethyl)-1H-pyrazolo[3,4-d]pyrimidin-4-yl)-3-oxa-7,9-diazabicyclo[3.3.1]nonane-7-carboxylate), ClC(Cl)(OC(OC(Cl)(Cl)Cl)=O)Cl (triphosgene), CN (methylamine), N(=C=O)C1=CC=C(C=C1)C1=NC(=C2C(=N1)N(N=C2)CC(F)(F)F)N2C1COCC2CN(C1)C(=O)OC(C)(C)C (tert-butyl 9-(6-(4-isocyanatophenyl)-1-(2,2,2-trifluoroethyl)-1H-pyrazolo[3,4-d]pyrimidin-4-yl)-3-oxa-7,9-diazabicyclo[3.3.1]nonane-7-carboxylate). Reaction SMILES: [NH2:1][C:2]1[CH:7]=[CH:6][C:5]([C:8]2[N:13]=[C:12]3[N:14]([CH2:17][C:18]([F:21])([F:20])[F:19])[N:15]=[CH:16][C:11]3=[C:10]([N:22]3[CH:27]4[CH2:28][N:29]([C:31]([O:33][C:34]([CH3:37])([CH3:36])[CH3:35])=[O:32])[CH2:30][CH:23]3[CH2:24][O:25][CH2:26]4)[N:9]=2)=[CH:4][CH:3]=1.ClC(Cl)(OC(=O)OC(Cl)(Cl)Cl)Cl.CN.[N:52]([C:55]1C=CC(C2N=C3N(CC(F)(F)F)N=CC3=C(N3C4CN(C(OC(C)(C)C)=O)CC3COC4)N=2)=CC=1)=[C:53]=[O:54]>ClCCl.O1CCCC1.C(N(CC)CC)C>[CH3:55][NH:52][C:53](=[O:54])[NH:1][C:2]1[CH:3]=[CH:4][C:5]([C:8]2[N:13]=[C:12]3[N:14]([CH2:17][C:18]([F:19])([F:21])[F:20])[N:15]=[CH:16][C:11]3=[C:10]([N:22]3[CH:27]4[CH2:28][N:29]([C:31]([O:33][C:34]([CH3:37])([CH3:36])[CH3:35])=[O:32])[CH2:30][CH:23]3[CH2:24][O:25][CH2:26]4)[N:9]=2)=[CH:6][CH:7]=1. Solvent: ClCCl (dichloromethane), C(C)N(CC)CC (triethylamine), O1CCCC1 (tetrahydrofuran), ClCCl (dichloromethane). Product: CNC(NC1=CC=C(C=C1)C1=NC(=C2C(=N1)N(N=C2)CC(F)(F)F)N2C1COCC2CN(C1)C(=O)OC(C)(C)C)=O (tert-butyl 9-(6-(4-(3-methylureido)phenyl)-1-(2,2,2-trifluoroethyl)-1H-pyrazolo[3,4-d]pyrimidin-4-yl)-3-oxa-7,9-diazabicyclo[3.3.1]nonane-7-carboxylate). Conditions: time 2 hour. Isolated yield 109.2%. The reactants are CC1=C(N)C=CC=C1[N+](=O)[O-] (2-methyl-3-nitroaniline), C(CC)=O (propionaldehyde), CC(=O)O (AcOH), [BH3-]C#N.[Na+] (NaBH3CN). Yields the product CC1=C(C=CC=C1[N+](=O)[O-])NCCC (2-methyl-3-nitro-N-propylaminobenzene). RXN SMILES: [CH3:1][C:2]1[C:8]([N+:9]([O-:11])=[O:10])=[CH:7][CH:6]=[CH:5][C:3]=1[NH2:4].[CH:12](=O)[CH2:13][CH3:14].CC(O)=O.[BH3-]C#N.[Na+]>CO>[CH3:1][C:2]1[C:8]([N+:9]([O-:11])=[O:10])=[CH:7][CH:6]=[CH:5][C:3]=1[NH:4][CH2:12][CH2:13][CH3:14] |f:3.4|. Procedure: To a solution of 2-methyl-3-nitroaniline (0.5 g, 3.3 mmol) and MeOH (20 mL) was added propionaldehyde (2.3 mL, 33 mmol), AcOH (1.9 mL, 33 mmol), and NaBH3CN (2 g, 33 mmol). Reaction was stirred at rt for 2 hours then quenched with H2O and concentrated in vacuo. Diluted with EtOAc (20 mL) and adjusted to pH=7 with saturated NaHCO3. Washed organic layer with H2O (3×10 mL) and brine (3×10 mL), dried (Na2SO4) and concentrated in vacuo. The crude product was purified by flash chromatography (5% EtOAc... Solvent: CO (MeOH). Starting materials: CS(=O)(=O)OCCN1C=NC(=C1)C1=NC=CC(=C1)C(=O)OC (methyl 2-(1-{2-[(methylsulfonyl)oxy]ethyl}-1H-imidazol-4-yl)pyridine-4-carboxylate), N1CCCC2=CC=CC=C12 (1,2,3,4-tetrahydroquinoline). The product is N1(CCCC2=CC=CC=C12)CCN1C=NC(=C1)C1=NC=CC(=C1)C(=O)O (2-[1-[2-(3,4-dihydro-2H-quinolin-1-yl)ethyl]imidazol-4-yl]pyridine-4-carboxylic acid). Isolated yield 17.0%. Reaction SMILES: CS(O[CH2:6][CH2:7][N:8]1[CH:12]=[C:11]([C:13]2[CH:18]=[C:17]([C:19]([O:21]C)=[O:20])[CH:16]=[CH:15][N:14]=2)[N:10]=[CH:9]1)(=O)=O.[NH:23]1[C:32]2[C:27](=[CH:28][CH:29]=[CH:30][CH:31]=2)[CH2:26][CH2:25][CH2:24]1>>[N:23]1([CH2:6][CH2:7][N:8]2[CH:12]=[C:11]([C:13]3[CH:18]=[C:17]([C:19]([OH:21])=[O:20])[CH:16]=[CH:15][N:14]=3)[N:10]=[CH:9]2)[C:32]2[C:27](=[CH:28][CH:29]=[CH:30][CH:31]=2)[CH2:26][CH2:25][CH2:24]1. Reported procedure: The title compound was prepared in 17% yield from methyl 2-(1-{2-[(methylsulfonyl)oxy]ethyl}-1H-imidazol-4-yl)pyridine-4-carboxylate (PREPARATION 6) and 1,2,3,4-tetrahydroquinoline according to the procedure for the preparation of Example 58. 1HNMR (400 MHz, DMSO): δ 1.76 (2H, t, J=5.5 Hz), 2.64 (2H, t, J=6.2 Hz), 3.08 (2H, t, J=5.5 Hz), 3.62 (2H, t, J=6.2 Hz), 4.20 (2H, t, J=6.2 Hz), 6.48 (1H, t, J=7.1 Hz), 6.61 (1H, d, J=8.1 Hz), 6.86 (1H, d, J=6.6 Hz), 6.95 (1H, t, J=7.7 Hz), 7.53 (1H, d, J=3... Isolated yield 76.6%. As a reaction SMILES: [F:1][C:2]([F:10])([F:9])[C:3]([OH:8])([CH3:7])[C:4](O)=[O:5].S(Cl)(Cl)=O.[S:15]1[CH:19]=[CH:18][CH:17]=[C:16]1[S:20]([C:23]1[CH:28]=[CH:27][C:26]([NH2:29])=[CH:25][CH:24]=1)(=[O:22])=[O:21].O>CN(C)C(=O)C>[S:15]1[CH:19]=[CH:18][CH:17]=[C:16]1[S:20]([C:23]1[CH:28]=[CH:27][C:26]([NH:29][C:4](=[O:5])[C:3]([OH:8])([CH3:7])[C:2]([F:10])([F:9])[F:1])=[CH:25][CH:24]=1)(=[O:21])=[O:22]. Procedure details: To a stirred, cooled (-20° C.) solution of 3,3,3-trifluoro-2-hydroxy-2-methylpropanoic acid (0.50 g, 3.1 mmol) in N,N-dimethylacetamide (7 mL) was added thionyl chloride (0.37 g, 3.1 mmol) and the mixture stirred at -10° to -15° C. for 1 hour. 4-(2-Thienylsulfonyl)benzenamine (0.50 g, 2.1 mmol) was added in one portion to the orange solution and the mixture stirred at room temperature overnight. The brown solution was poured into water and the aqueous solution extracted with ethyl acetate (2×50 ... Yields the product S1C(=CC=C1)S(=O)(=O)C1=CC=C(C=C1)NC(C(C(F)(F)F)(C)O)=O (N-[4-(2-Thienylsulfonyl)phenyl]-3,3,3-trifluoro-2-hydroxy-2-methylpropanamide). Solvent: CN(C(C)=O)C (N,N-dimethylacetamide). The reactants are O (water), FC(C(C(=O)O)(C)O)(F)F (3,3,3-trifluoro-2-hydroxy-2-methylpropanoic acid), S1C(=CC=C1)S(=O)(=O)C1=CC=C(C=C1)N (4-(2-Thienylsulfonyl)benzenamine), S(=O)(Cl)Cl (thionyl chloride). Conditions: time 1 hour. Reactants: C1CCC2=NCCCN2CC1, COCCOC, CSc1nc(N)nc(-c2occc2C)c1C#N, OCc1ccccn1. The product is Cc1ccoc1-c1nc(N)nc(OCc2ccccn2)c1C#N. RXN SMILES: [CH2:26]1[CH2:27][CH2:28][C:29]2=[N:34][CH2:33][CH2:32][CH2:31][N:30]2[CH2:35][CH2:36]1.[CH3:37][O:38][CH2:39][CH2:40][O:41][CH3:42].[NH2:1][c:2]1[n:3][c:4]([S:16][CH3:17])[c:5]([C:14]#[N:15])[c:6](-[c:8]2[o:9][cH:10][cH:11][c:12]2[CH3:13])[n:7]1.[OH:18][CH2:19][c:20]1[n:21][cH:22][cH:23][cH:24][cH:25]1>>[NH2:1][c:2]1[n:3][c:4]([O:18][CH2:19][c:20]2[n:21][cH:22][cH:23][cH:24][cH:25]2)[c:5]([C:14]#[N:15])[c:6](-[c:8]2[o:9][cH:10][cH:11][c:12]2[CH3:13])[n:7]1. The reactants are O=C(n1ccnc1)n1ccnc1, O=C([O-])O, CC#N, Cl, Nc1cc(F)ccc1C(=O)O, NC1CCC(=O)NC1=O, [Na+]. Yields the product Nc1cc(F)ccc1C(=O)NC1CCC(=O)NC1=O. Reaction SMILES: [C:12]([n:13]1[cH:14][cH:15][n:16][cH:17]1)([n:18]1[cH:19][cH:20][n:21][cH:22]1)=[O:23].[C:34](=[O:35])([O-:36])[OH:37].[CH3:39][C:40]#[N:41].[ClH:24].[NH2:1][c:2]1[c:3]([C:4](=[O:5])[OH:6])[cH:7][cH:8][c:9]([F:11])[cH:10]1.[NH2:25][CH:26]1[C:27](=[O:33])[NH:28][C:29](=[O:32])[CH2:30][CH2:31]1.[Na+:38]>>[NH2:1][c:2]1[c:3]([C:4](=[O:6])[NH:25][CH:26]2[C:27](=[O:33])[NH:28][C:29](=[O:32])[CH2:30][CH2:31]2)[cH:7][cH:8][c:9]([F:11])[cH:10]1.